This data is from the Open Reaction Database (ORD), a public repository of structured organic reaction records. The task is: describe an organic reaction: reactants, conditions, products, and yield RXN SMILES: [Br:4][c:5]1[cH:6][n:7][c:8]([Cl:11])[n:9][cH:10]1.[CH3:12][S:13]([CH3:14])=[O:15].[Na:1][C:2]#[N:3].[OH2:16]>>[C:2](#[N:3])[c:8]1[n:7][cH:6][c:5]([Br:4])[cH:10][n:9]1. Yields the product N#Cc1ncc(Br)cn1. Starting materials: Clc1ncc(Br)cn1, CS(C)=O, N#C[Na], O.